Dataset: the Open Reaction Database (ORD), a public repository of structured organic reaction records. Task: describe an organic reaction: reactants, conditions, products, and yield The reactants are CNC(CC1=CC=CC=C1)C=1SC=CC1C (N-methyl-α-(3-methyl-2-thienyl)benzeneethanamine), C(C)NC(CC1=CC=CC=C1)C=1SC=CC1 (N-ethyl-α-(2-thienyl)benzeneethanamine). The product is C(C)NC(CC1=CC=CC=C1)C=1SC=CC1C (N-ethyl-α-(3-methyl-2-thienyl)benzeneethanamine), CC1=C(SC=C1)C(CC1=CC=CC=C1)N (α-(3-methyl-2-thienyl)benzeneethanamine). RXN SMILES: [CH3:1][NH:2][CH:3]([C:11]1[S:12][CH:13]=[CH:14][C:15]=1[CH3:16])[CH2:4][C:5]1[CH:10]=[CH:9][CH:8]=[CH:7][CH:6]=1.[CH2:17](NC(C1SC=CC=1)CC1C=CC=CC=1)C>>[CH2:1]([NH:2][CH:3]([C:11]1[S:12][CH:13]=[CH:14][C:15]=1[CH3:16])[CH2:4][C:5]1[CH:10]=[CH:9][CH:8]=[CH:7][CH:6]=1)[CH3:17].[CH3:16][C:15]1[CH:14]=[CH:13][S:12][C:11]=1[CH:3]([NH2:2])[CH2:4][C:5]1[CH:6]=[CH:7][CH:8]=[CH:9][CH:10]=1. Procedure details: By following essentially the same procedure as described for Example 2 but substituting; N-methyl-α-(3-methyl-2-thienyl)benzeneethanamine; N-ethyl-α-(2-thienyl)benzeneethanamine; or N-ethyl-α-(3-methyl-2-thienyl)benzeneethanamine for the α-(3-methyl-2-thienyl)benzeneethanamine results in the preparation of; N-methyl-N-[l-(3-methyl-2-thienyl)-2-phenylethyl]-2-aminoacetamide (Z)-2-butenedioate (1:2) salt (mp 128°-130° C.); N-ethyl-N-[l-(2-thienyl)-2-phenylethyl]-2-aminoacetamide (Z)-2-butenedioate... Reactants: CCCC[N+](CCCC)(CCCC)CCCC, CO, CC(C)c1ccccc1-c1cn(S(=O)(=O)c2ccccc2)c2ccccc12, [F-], C1CCOC1. The product is CC(C)c1ccccc1-c1c[nH]c2ccccc12. Reaction SMILES: [CH2:34]([N+:35]([CH2:36][CH2:37][CH2:38][CH3:39])([CH2:40][CH2:41][CH2:42][CH3:43])[CH2:44][CH2:45][CH2:46][CH3:47])[CH2:48][CH2:49][CH3:50].[CH3:51][OH:52].[CH:1]([CH3:2])([CH3:3])[c:4]1[c:5](-[c:10]2[cH:11][n:12]([S:19]([c:20]3[cH:21][cH:22][cH:23][cH:24][cH:25]3)(=[O:26])=[O:27])[c:13]3[cH:14][cH:15][cH:16][cH:17][c:18]23)[cH:6][cH:7][cH:8][cH:9]1.[F-:33].[O:28]1[CH2:29][CH2:30][CH2:31][CH2:32]1>>[CH:1]([CH3:2])([CH3:3])[c:4]1[c:5](-[c:10]2[cH:11][nH:12][c:13]3[cH:14][cH:15][cH:16][cH:17][c:18]23)[cH:6][cH:7][cH:8][cH:9]1. As a reaction SMILES: [Br:1][C:2]1[CH:7]=[CH:6][C:5]([CH:8]([CH2:19][CH2:20][CH3:21])[CH2:9][C:10]([C:12]2[CH:13]=[CH:14][C:15](=[O:18])[NH:16][CH:17]=2)=[O:11])=[CH:4][CH:3]=1.IC.[C:24](=O)([O-])[O-].[K+].[K+]>>[Br:1][C:2]1[CH:3]=[CH:4][C:5]([CH:8]([CH2:19][CH2:20][CH3:21])[CH2:9][C:10]([C:12]2[CH:13]=[CH:14][C:15](=[O:18])[N:16]([CH3:24])[CH:17]=2)=[O:11])=[CH:6][CH:7]=1 |f:2.3.4|. The product is BrC1=CC=C(C=C1)C(CC(=O)C=1C=CC(N(C1)C)=O)CCC (5-[3-(4-Bromo-phenyl)-hexanoyl]-1-methyl-1H-pyridin-2-one). Reported procedure: In analogy to example 161, step 1, 5-[3-(4-bromo-phenyl)-hexanoyl]-1H-pyridin-2-one was reacted with iodomethane in the presence of potassium carbonate to give the title compound as a light yellow oil, MS (ESI+): m/z=362 [M+H]+. Reactants: BrC1=CC=C(C=C1)C(CC(=O)C=1C=CC(NC1)=O)CCC (5-[3-(4-bromo-phenyl)-hexanoyl]-1H-pyridin-2-one), IC (iodomethane), C([O-])([O-])=O.[K+].[K+] (potassium carbonate). Starting materials: C(=O)(C(F)(F)F)O (TFA), CS(=O)(=O)C1=CC=C(C=C1)C1=CC=C(C=N1)OCC1CCN(CC1)C(=O)OC(C)(C)C (1,1-dimethylethyl 4-[({6-[4-(methylsulfonyl)phenyl]-3-pyridinyl}oxy)methyl]-1-piperidinecarboxylate). The solvent is C(Cl)Cl (CH2Cl2). Run at time 8 hour. The product is CS(=O)(=O)C1=CC=C(C=C1)C1=NC=C(C=C1)OCC1CCNCC1 (2-[4-(methylsulfonyl)phenyl]-5-[(4-piperidinylmethyl)oxy]pyridine). Isolated yield 84.0%. Reaction SMILES: C(O)(C(F)(F)F)=O.[CH3:8][S:9]([C:12]1[CH:17]=[CH:16][C:15]([C:18]2[N:23]=[CH:22][C:21]([O:24][CH2:25][CH:26]3[CH2:31][CH2:30][N:29](C(OC(C)(C)C)=O)[CH2:28][CH2:27]3)=[CH:20][CH:19]=2)=[CH:14][CH:13]=1)(=[O:11])=[O:10]>C(Cl)Cl>[CH3:8][S:9]([C:12]1[CH:17]=[CH:16][C:15]([C:18]2[CH:19]=[CH:20][C:21]([O:24][CH2:25][CH:26]3[CH2:31][CH2:30][NH:29][CH2:28][CH2:27]3)=[CH:22][N:23]=2)=[CH:14][CH:13]=1)(=[O:10])=[O:11]. Procedure: TFA (2 mL) was added to a solution of 1,1-dimethylethyl 4-[({6-[4-(methylsulfonyl)phenyl]-3-pyridinyl}oxy)methyl]-1-piperidinecarboxylate (705 mg, 1.58 mmol) in CH2Cl2 (50 mL) at ambient temperature. The mixture was stirred at ambient temperature overnight. The mixture was concentrated, and the crude product was purified by chromatography on a silica gel column using 0 to 10% MeOH/CH2Cl2 give 460 mg (84%) of 2-[4-(methylsulfonyl)phenyl]-5-[(4-piperidinylmethyl)oxy]pyridine as a white solid. 1H N... The reactants are ClCC=1N=C(OC1)C=CC1=CC=C(C=C1)S(F)(F)(F)(F)F (4-chloromethyl-2-[2-(4-pentafluorosulfanyl-phenyl)-vinyl]-oxazole), BrC1=CC=C(C=C1)S(=O)[O-].[Na+] (sodium 4-bromobenzenesulfinate). Procedure: A solution of 4-chloromethyl-2-[2-(4-pentafluorosulfanyl-phenyl)-vinyl]-oxazole (0.30 g, 1.28 mmol) and sodium 4-bromobenzenesulfinate (0.717 g, 2.57 mmol) in N,N-dimethyl formamide (20 ml) was stirred for 3 h at 60° C. After cooling the mixture was poured onto water, extracted with ethyl acetate (3×50 ml), the combined organic layers were washed with water, dried over sodium sulfate, concentrated in vacuo and crystallized from ether/isohexane yielding 4-(4-bromo-benzenesulfonylmethyl)-2-[2-(4-p... Run in CN(C=O)C (N,N-dimethyl formamide). As a reaction SMILES: Cl[CH2:2][C:3]1[N:4]=[C:5]([CH:8]=[CH:9][C:10]2[CH:15]=[CH:14][C:13]([S:16]([F:21])([F:20])([F:19])([F:18])[F:17])=[CH:12][CH:11]=2)[O:6][CH:7]=1.[Br:22][C:23]1[CH:28]=[CH:27][C:26]([S:29]([O-:31])=[O:30])=[CH:25][CH:24]=1.[Na+]>CN(C)C=O>[Br:22][C:23]1[CH:28]=[CH:27][C:26]([S:29]([CH2:2][C:3]2[N:4]=[C:5]([CH:8]=[CH:9][C:10]3[CH:15]=[CH:14][C:13]([S:16]([F:21])([F:20])([F:19])([F:18])[F:17])=[CH:12][CH:11]=3)[O:6][CH:7]=2)(=[O:31])=[O:30])=[CH:25][CH:24]=1 |f:1.2|. Product: BrC1=CC=C(C=C1)S(=O)(=O)CC=1N=C(OC1)C=CC1=CC=C(C=C1)S(F)(F)(F)(F)F (4-(4-bromo-benzenesulfonylmethyl)-2-[2-(4-pentafluorosulfanyl-phenyl)-vinyl]-oxazole). The reactants are CS(=O)(=O)OCCN1C(=C(C2=CC=CC=C12)C)C=1C=NC=CC1 (1-(2-methylsulfonyloxyethyl)-2-(3-pyridyl)-3-methylindole), C(C)OC(C1=CC=C(C=C1)S)=O (p-mercaptobenzoic acid ethyl ester), ice water, [H-].[Na+] (sodium hydride). Run in CN(C=O)C (dimethylformamide), CN(C=O)C (dimethylformamide), CN(C=O)C (dimethylformamide). Run at time 0.5 hour. Product: C(C)OC(=O)C1=CC=C(C=C1)SCCN1C(=C(C2=CC=CC=C12)C)C=1C=NC=CC1 (1-[2-(4-ethoxycarbonylphenylthio)ethyl]-2-(3-pyridyl)-3-methylindole). As a reaction SMILES: [CH2:1]([O:3][C:4](=[O:12])[C:5]1[CH:10]=[CH:9][C:8]([SH:11])=[CH:7][CH:6]=1)[CH3:2].[H-].[Na+].CS(O[CH2:20][CH2:21][N:22]1[C:30]2[C:25](=[CH:26][CH:27]=[CH:28][CH:29]=2)[C:24]([CH3:31])=[C:23]1[C:32]1[CH:33]=[N:34][CH:35]=[CH:36][CH:37]=1)(=O)=O>CN(C)C=O>[CH2:1]([O:3][C:4]([C:5]1[CH:10]=[CH:9][C:8]([S:11][CH2:20][CH2:21][N:22]2[C:30]3[C:25](=[CH:26][CH:27]=[CH:28][CH:29]=3)[C:24]([CH3:31])=[C:23]2[C:32]2[CH:33]=[N:34][CH:35]=[CH:36][CH:37]=2)=[CH:7][CH:6]=1)=[O:12])[CH3:2] |f:1.2|. Reported procedure: A solution of 5.9 g of p-mercaptobenzoic acid ethyl ester (prepared according to the procedure found in J. Chem. Soc., 1963, 1947-1954) in 30 ml of dimethylformamide is added dropwise to a slurry of 1.55 g of 50% sodium hydride (dispersion in mineral oil in 30 ml of dimethylformamide. This mixture is stirred at room temperature for 0.5 hour under nitrogen atmosphere. This solution is added dropwise to a solution of 9.78 g of 1-(2-methylsulfonyloxyethyl)-2-(3-pyridyl)-3-methylindole in 60 ml of d... Reactants: Fc1ccc2ccc(Cl)nc2c1Br, O=[N+]([O-])O, O=[N+]([O-])O. Product: O=[N+]([O-])c1cc(F)c(Br)c2nc(Cl)ccc12. Reaction SMILES: [Br:5][c:6]1[c:7]([F:17])[cH:8][cH:9][c:10]2[cH:11][cH:12][c:13]([Cl:16])[n:14][c:15]12.[OH:18][N+:19](=[O:20])[O-:21].[OH:1][N+:2]([O-:3])=[O:4]>>[O-:1][N+:2](=[O:4])[c:9]1[cH:8][c:7]([F:17])[c:6]([Br:5])[c:15]2[c:10]1[cH:11][cH:12][c:13]([Cl:16])[n:14]2. Starting materials: [Cr](=O)(=O)([O-])Cl.[NH+]1=CC=CC=C1 (pyridinium chlorochromate), C(CC)C1=C(OCCCCCOC=2C(C=C(OC2)CO)=O)C=CC=C1 (5-[5-(2-propylphenoxy)pentoxy]-2-(hydroxymethyl)-4H-pyran-4-one). Reaction SMILES: [Cr](Cl)([O-])(=O)=O.[NH+]1C=CC=CC=1.[CH2:12]([C:15]1[CH:36]=[CH:35][CH:34]=[CH:33][C:16]=1[O:17][CH2:18][CH2:19][CH2:20][CH2:21][CH2:22][O:23][C:24]1[C:25](=[O:32])[CH:26]=[C:27]([CH2:30][OH:31])[O:28][CH:29]=1)[CH2:13][CH3:14]>ClCCl.C(OCC)C>[O:32]=[C:25]1[C:24]([O:23][CH2:22][CH2:21][CH2:20][CH2:19][CH2:18][O:17][C:16]2[CH:33]=[CH:34][CH:35]=[CH:36][C:15]=2[CH2:12][CH2:13][CH3:14])=[CH:29][O:28][C:27]([CH:30]=[O:31])=[CH:26]1 |f:0.1|. Reported procedure: To a stirred solution of 4.44 g (20.6 mmole) of pyridinium chlorochromate in 50 ml of dichloromethane was added 3.46 g (10 mmole) of the title alcohol of Example 4 dissolved in 50 ml of dichloromethane. The resulting slurry was stirred at room temperature for twenty-four hours, then diluted with 100 ml of diethyl ether. The insolubles were removed by decanting and the supernatant was concentrated in vacuo. Purification by column chromatography afforded 1.4 g of the title compound, m.p. 95°-96°. Isolated yield 40.7%. Product: O=C1C=C(OC=C1OCCCCCOC1=C(C=CC=C1)CCC)C=O (4-oxo-5-[5-(2-propylphenoxy)pentoxy]-4H-pyran-2-carboxaldehyde). Run in ClCCl (dichloromethane), C(C)OCC (diethyl ether), ClCCl (dichloromethane).